Dataset: the Open Reaction Database (ORD), a public repository of structured organic reaction records. Task: describe an organic reaction: reactants, conditions, products, and yield Reactants: [Na].C(=O)(O)C1=CC=CC(=N1)P(C1=NC(=CC=C1)C(=O)O)C1=NC(=CC=C1)C(=O)O (tris(6-carboxy-2-pyridyl)phosphine sodium salt), C(C)(=O)[O-].[Gd+3].C(C)(=O)[O-].C(C)(=O)[O-] (Gadolinium (III) acetate). Run in O (water), O (water). Reaction conditions: temperature 90 celsius. Product: [Gd].C(=O)(O)C1=CC=CC(=N1)P(C1=NC(=CC=C1)C(=O)O)C1=NC(=CC=C1)C(=O)O (tris(6-carboxy-2-pvridyl)phosphine gadolinium). Yield: 36.6%. Reaction SMILES: [Na].[C:2]([C:5]1[N:10]=[C:9]([P:11]([C:21]2[CH:26]=[CH:25][CH:24]=[C:23]([C:27]([OH:29])=[O:28])[N:22]=2)[C:12]2[CH:17]=[CH:16][CH:15]=[C:14]([C:18]([OH:20])=[O:19])[N:13]=2)[CH:8]=[CH:7][CH:6]=1)([OH:4])=[O:3].C([O-])(=O)C.[Gd+3:34].C([O-])(=O)C.C([O-])(=O)C>O>[Gd:34].[C:27]([C:23]1[N:22]=[C:21]([P:11]([C:9]2[CH:8]=[CH:7][CH:6]=[C:5]([C:2]([OH:4])=[O:3])[N:10]=2)[C:12]2[CH:17]=[CH:16][CH:15]=[C:14]([C:18]([OH:20])=[O:19])[N:13]=2)[CH:26]=[CH:25][CH:24]=1)([OH:29])=[O:28] |f:0.1,2.3.4.5,7.8,^1:0|. Procedure details: A reaction flask was equipped with a reflux condenser, agitator, addition funnel, nitrogen source and heating bath. The tris(6-carboxy-2-pyridyl)phosphine sodium salt (310 mg, 0.67 mmol, MW 463) from Example 9 was dissolved warm demineralized water (10 mL) and the resultant solution was filtered and charged to reaction flask. Gadolinium (III) acetate (260 mg, 0.64 mmol, MW 406 for tetrahydrate, 1 equiv) was dissolved in warm demineralized water (10 mL) and the resultant solution was filtered and...